From a dataset of the Open Reaction Database (ORD), a public repository of structured organic reaction records. describe an organic reaction: reactants, conditions, products, and yield Starting materials: O=C([O-])[O-], C1COCCO1, [Cs+], [Cs+], [Cu]I, COc1cn(-c2ccc(I)cc2F)nc(-c2ccnn2-c2ccccc2)c1=O, NC1CCCCC1N, O, c1c[nH]cn1. Yields the product COc1cn(-c2ccc(-n3ccnc3)cc2F)nc(-c2ccnn2-c2ccccc2)c1=O. As a reaction SMILES: [C:42](=[O:43])([O-:44])[O-:45].[CH2:48]1[O:49][CH2:50][CH2:51][O:52][CH2:53]1.[Cs+:46].[Cs+:47].[Cu:54][I:55].[F:1][c:2]1[c:3](-[n:9]2[n:10][c:11](-[c:18]3[cH:19][cH:20][n:21][n:22]3-[c:23]3[cH:24][cH:25][cH:26][cH:27][cH:28]3)[c:12](=[O:17])[c:13]([O:15][CH3:16])[cH:14]2)[cH:4][cH:5][c:6]([I:8])[cH:7]1.[NH2:34][CH:35]1[CH2:36][CH2:37][CH2:38][CH2:39][CH:40]1[NH2:41].[OH2:56].[nH:29]1[cH:30][n:31][cH:32][cH:33]1>>[F:1][c:2]1[c:3](-[n:9]2[n:10][c:11](-[c:18]3[cH:19][cH:20][n:21][n:22]3-[c:23]3[cH:24][cH:25][cH:26][cH:27][cH:28]3)[c:12](=[O:17])[c:13]([O:15][CH3:16])[cH:14]2)[cH:4][cH:5][c:6](-[n:29]2[cH:30][n:31][cH:32][cH:33]2)[cH:7]1. Reactants: O (water), C(#C)C1(CN2CCC1CC2)O (3-Ethynyl-3-hydroxyquinuclidine), N1C=NC=C1 (imidazole), C[Si](C)(C)Cl (Trimethylsilylchloride). Run in CN(C=O)C (dimethyl formamide). Run at time 20 hour. Product: C(#C)C1(CN2CCC1CC2)O[Si](C)(C)C (3-ethynyl-3-trimethylsilyloxyquinuclidine). The yield is 81.2%. Reaction SMILES: [C:1]([C:3]1([OH:11])[CH:8]2[CH2:9][CH2:10][N:5]([CH2:6][CH2:7]2)[CH2:4]1)#[CH:2].N1C=CN=C1.[CH3:17][Si:18](Cl)([CH3:20])[CH3:19].O>CN(C)C=O>[C:1]([C:3]1([O:11][Si:18]([CH3:20])([CH3:19])[CH3:17])[CH:8]2[CH2:9][CH2:10][N:5]([CH2:6][CH2:7]2)[CH2:4]1)#[CH:2]. Procedure details: 3-Ethynyl-3-hydroxyquinuclidine (1.5 g) and imidazole (1.7 g) were stirred in dimethyl formamide (25 ml). Trimethylsilylchloride (1.35 g) was added slowly to the solution and the mixture was stirred at ambient temperature for 20 hours. The reaction mixture was poured into water (150 ml) and the aqueous phase extracted with ethyl acetate (2×100 ml). The ethyl acetate extracts were combined, washed with water (2×100 ml), brine (100 ml), dried (MgSO4) and evaporated to give 3-ethynyl-3-trimethylsil... The reactants are FC(C(=O)N1CCC2=C(C(C1)C)C=C(C(=C2)OC(C)C)Br)(F)F (N-trifluoroacetyl-8-bromo-7-isopropoxy-1-methyl-2,3,4,5-tetrahydro-1H-3-benzazepine), [OH-].[Na+] (NaOH). Run in O (water), CO (methanol). Reaction conditions: time 8 hour. Yields the product BrC=1C(=CC2=C(C(CNCC2)C)C1)OC(C)C (8-Bromo-7-isopropoxy-1-methyl-2,3,4,5-tetrahydro-1H-3-benzazepine). Isolated yield 76.6%. Reaction SMILES: FC(F)(F)C([N:5]1[CH2:11][CH:10]([CH3:12])[C:9]2[CH:13]=[C:14]([Br:21])[C:15]([O:17][CH:18]([CH3:20])[CH3:19])=[CH:16][C:8]=2[CH2:7][CH2:6]1)=O.[OH-].[Na+]>CO.O>[Br:21][C:14]1[C:15]([O:17][CH:18]([CH3:20])[CH3:19])=[CH:16][C:8]2[CH2:7][CH2:6][NH:5][CH2:11][CH:10]([CH3:12])[C:9]=2[CH:13]=1 |f:1.2|. Reported procedure: A solution of N-trifluoroacetyl-8-bromo-7-isopropoxy-1-methyl-2,3,4,5-tetrahydro-1H-3-benzazepine (0.014 g, 0.035 mmol) in methanol (1 mL) was treated with 15% aqueous NaOH (1 mL), and stirred overnight at 20 C. The product mixture was diluted with water (3 mL), extracted twice with EtOAc (5 mL), the combined organic phases were washed with brine (3 mL), dried with Na2SO4 and concentrated to give 0.008 g of a clear oil. 1H NMR (400 MHz, CDCl3) d 7.24 (s, 1 H), 6.64 (s, 1 H), 4.48 (m, 1 H), 2.98 ... The reactants are C(CCl)Cl (EDC), C(C)(=O)N1[C@@H](C(=O)O)CSC1 (N-acetyl-D-thioproline), Cl.COC([C@@H](N)CC1=CC=C(C=C1)OCC1=CC=CC=C1)=O (O-benzyl tyrosine methyl ester hydrochloride), C=1C=CC2=C(C1)N=NN2O (HOBT), CN1CCOCC1 (NMM). The solvent is C(Cl)Cl (DCM), C(Cl)Cl (DCM). Conditions: time 8 hour. Product: C(C)(=O)N1[C@@H](C(=O)O)CSC1.COC([C@@H](N)CC1=CC=C(C=C1)OCC1=CC=CC=C1)=O (N-Acetyl-D-thioproline (O-benzyl)-L-tyrosine methyl ester). The yield is 90.5%. RXN SMILES: C(Cl)CCl.[C:5]([N:8]1[CH2:15][S:14][CH2:13][C@@H:9]1[C:10]([OH:12])=[O:11])(=[O:7])[CH3:6].Cl.[CH3:17][O:18][C:19](=[O:37])[C@H:20]([CH2:22][C:23]1[CH:28]=[CH:27][C:26]([O:29][CH2:30][C:31]2[CH:36]=[CH:35][CH:34]=[CH:33][CH:32]=2)=[CH:25][CH:24]=1)[NH2:21].C1C=CC2N(O)N=NC=2C=1.CN1CCOCC1>C(Cl)Cl>[C:5]([N:8]1[CH2:15][S:14][CH2:13][C@@H:9]1[C:10]([OH:12])=[O:11])(=[O:7])[CH3:6].[CH3:17][O:18][C:19](=[O:37])[C@H:20]([CH2:22][C:23]1[CH:28]=[CH:27][C:26]([O:29][CH2:30][C:31]2[CH:32]=[CH:33][CH:34]=[CH:35][CH:36]=2)=[CH:25][CH:24]=1)[NH2:21] |f:2.3,7.8|. Procedure details: EDC (211 mg, 1.1 mmol) was added to a stirred solution of N-acetyl-D-thioproline (175 mg, 1 mmol), O-benzyl tyrosine methyl ester hydrochloride (322 mg, 1 mmol), HOBT (149 mg, 1.1 mmol) and NMM (242 μl, 2.2 mmol) in DCM (10 ml) at 0°. The mixture was stirred at room temperature overnight then diluted with DCM (100 ml). The DCM solution was washed with 1M hydrochloric acid (30 ml), saturated aqueous NaHCO3 (30 ml) and water (30 ml), dried (Na2SO4) and evaporated in vacuo. The residue was purified... Starting materials: ClCC(=O)NCCC(=O)NC=1C=C2C(=NC=NC2=CC1)NC1=CC(=C(C=C1)OC=1C=NC(=CC1)C)C (3-(2-chloro-acetylamino)-N-{4-[3-methyl-4-(6-methyl-pyridin-3-yloxy)-phenylamino]-quinazolin-6-yl}-propionamide), CS(=O)(=O)CCN (2-methanesulfonyl-ethylamine). The product is CS(=O)(=O)CCNCC(=O)NCCC(=O)NC=1C=C2C(=NC=NC2=CC1)NC1=CC(=C(C=C1)OC=1C=NC(=CC1)C)C (3-[2-(2-methanesulfonyl-ethylamino)-acetylamino]-N-{4-[3-methyl-4-(6-methyl-pyridin-3-yloxy)-phenylamino]-quinazolin-6-yl}-propionamide). Isolated yield 28.4%. RXN SMILES: Cl[CH2:2][C:3]([NH:5][CH2:6][CH2:7][C:8]([NH:10][C:11]1[CH:12]=[C:13]2[C:18](=[CH:19][CH:20]=1)[N:17]=[CH:16][N:15]=[C:14]2[NH:21][C:22]1[CH:27]=[CH:26][C:25]([O:28][C:29]2[CH:30]=[N:31][C:32]([CH3:35])=[CH:33][CH:34]=2)=[C:24]([CH3:36])[CH:23]=1)=[O:9])=[O:4].[CH3:37][S:38]([CH2:41][CH2:42][NH2:43])(=[O:40])=[O:39]>>[CH3:37][S:38]([CH2:41][CH2:42][NH:43][CH2:2][C:3]([NH:5][CH2:6][CH2:7][C:8]([NH:10][C:11]1[CH:12]=[C:13]2[C:18](=[CH:19][CH:20]=1)[N:17]=[CH:16][N:15]=[C:14]2[NH:21][C:22]1[CH:27]=[CH:26][C:25]([O:28][C:29]2[CH:30]=[N:31][C:32]([CH3:35])=[CH:33][CH:34]=2)=[C:24]([CH3:36])[CH:23]=1)=[O:9])=[O:4])(=[O:40])=[O:39]. Procedure: The procedure of Example 62 was repeated except for using 0.09 g of the compound obtained in Example 67 and 0.11 g of 2-methanesulfonyl-ethylamine instead of the compound obtained in Example 61 to obtain the title compound (0.03 g, 29%). Reactants: CN1C(=NC=C1C(=O)C1=CN=C(N1C)C)C (bis(1,2-dimethyl-1H-imidazol-5-yl)methanone), CN1C(=NC=C1C(=O)C1=CN=C(N1C)C)C (bis(1,2-dimethyl-1H-imidazol-5-yl)methanone), LaCl3-2LiCl, [Li]CCCC (n-BuLi), N1(N=CC=C1)C1=CC=C(CC=2C(=NC3=CC=C(C=C3C2Cl)Br)OC)C=C1 (3-(4-(1H-pyrazol-1-yl)benzyl)-6-bromo-4-chloro-2-methoxyquinoline), N1(N=CC=C1)C1=CC=C(CC=2C(=NC3=CC=C(C=C3C2Cl)Br)OC)C=C1 (3-(4-(1H-pyrazol-1-yl)benzyl)-6-bromo-4-chloro-2-methoxyquinoline), C(=O)=O.CC(=O)C (dry ice acetone). Solvent: C1CCOC1 (THF), C1CCOC1 (THF). Reaction conditions: time 8 hour. The product is N1(N=CC=C1)C1=CC=C(CC=2C(=NC3=CC=C(C=C3C2Cl)C(O)(C2=CN=C(N2C)C)C2=CN=C(N2C)C)OC)C=C1 ((3-(4-(1H-Pyrazol-1-yl)benzyl)-4-chloro-2-methoxyquinolin-6-yl)bis(1,2-dimethyl-1H-imidazol-5-yl)methanol). As a reaction SMILES: [Li]CCCC.[N:6]1([C:11]2[CH:31]=[CH:30][C:14]([CH2:15][C:16]3[C:17]([O:28][CH3:29])=[N:18][C:19]4[C:24]([C:25]=3[Cl:26])=[CH:23][C:22](Br)=[CH:21][CH:20]=4)=[CH:13][CH:12]=2)[CH:10]=[CH:9][CH:8]=[N:7]1.[CH3:32][N:33]1[C:37]([C:38]([C:40]2[N:44]([CH3:45])[C:43]([CH3:46])=[N:42][CH:41]=2)=[O:39])=[CH:36][N:35]=[C:34]1[CH3:47].C(=O)=O.CC(C)=O>C1COCC1>[N:6]1([C:11]2[CH:31]=[CH:30][C:14]([CH2:15][C:16]3[C:17]([O:28][CH3:29])=[N:18][C:19]4[C:24]([C:25]=3[Cl:26])=[CH:23][C:22]([C:38]([C:37]3[N:33]([CH3:32])[C:34]([CH3:47])=[N:35][CH:36]=3)([C:40]3[N:44]([CH3:45])[C:43]([CH3:46])=[N:42][CH:41]=3)[OH:39])=[CH:21][CH:20]=4)=[CH:13][CH:12]=2)[CH:10]=[CH:9][CH:8]=[N:7]1 |f:3.4|. Procedure: n-BuLi (1.63 M in hexane, 0.124 mL, 0.203 mmol) was added dropwise under argon at ˜−70° C. to a solution of 3-(4-(1H-pyrazol-1-yl)benzyl)-6-bromo-4-chloro-2-methoxyquinoline (81.6 mg, 0.19 mmol, Intermediate 10) in THF (1.9 mL). After 2 additional minutes, an opaque milky suspension of bis(1,2-dimethyl-1H-imidazol-5-yl)methanone (42.4 mg, 0.194 mmol, Intermediate 11) in LaCl3-2LiCl (0.5 M in THF, 0.381 mL, 0.19 mmol) and THF (2.5 mL) was added rapidly dropwise over 1.5 minutes. The resulting yel... As a reaction SMILES: [C:1]([CH3:2])([CH3:3])([CH3:4])[Si:5]([O:6][CH2:7][CH:8]1[CH2:9][N:10]([c:14]2[cH:15][cH:16][c:17]([I:20])[cH:18][cH:19]2)[C:11](=[O:13])[O:12]1)([CH3:21])[CH3:22].[F:23][c:24]1[cH:25][c:26]([N:27]2[CH2:28][CH:29]([CH2:30][OH:31])[O:32][C:33]2=[O:34])[cH:35][cH:36][c:37]1[I:38]>>[C:1]([CH3:2])([CH3:3])([CH3:4])[Si:5]([O:6][CH2:7][CH:8]1[CH2:9][N:10]([c:14]2[cH:15][cH:16][c:17]([I:20])[c:18]([F:23])[cH:19]2)[C:11](=[O:13])[O:12]1)([CH3:21])[CH3:22]. Starting materials: CC(C)(C)[Si](C)(C)OCC1CN(c2ccc(I)cc2)C(=O)O1, O=C1OC(CO)CN1c1ccc(I)c(F)c1. The product is CC(C)(C)[Si](C)(C)OCC1CN(c2ccc(I)c(F)c2)C(=O)O1. Starting materials: COC(=O)c1cc(N)ccc1Br, N#C[Cu], N, CN(C)C=O, O. Product: COC(=O)c1cc(N)ccc1C#N. As a reaction SMILES: [CH3:1][O:2][C:3]([c:4]1[c:5]([Br:11])[cH:6][cH:7][c:8]([NH2:10])[cH:9]1)=[O:12].[Cu:13][C:14]#[N:15].[NH3:17].[O:18]=[CH:19][N:20]([CH3:21])[CH3:22].[OH2:16]>>[CH3:1][O:2][C:3]([c:4]1[c:5]([C:14]#[N:15])[cH:6][cH:7][c:8]([NH2:10])[cH:9]1)=[O:12]. Reactants: C(C1=CC=CC=C1)OC1=CC=C(C=C1)N1C(N(C=2C1=NC=C(C2)C#N)CC)=O (3-[4-(benzyloxy)phenyl]-1-ethyl-2-oxo-2,3-dihydro-1H-imidazo[4,5-b]pyridine-6-carbonitrile). Reagents/catalysts: [Pd] (Pd—C). The solvent is CCOC(=O)C (EtOAc). Reaction conditions: time 1 hour. The product is C(C)N1C(N(C2=NC=C(C=C21)C#N)C2=CC=C(C=C2)O)=O (1-ethyl-3-(4-hydroxyphenyl)-2-oxo-2,3-dihydro-1H-imidazo[4,5-b]pyridine-6-carbonitrile). The yield is 23.8%. As a reaction SMILES: C([O:8][C:9]1[CH:14]=[CH:13][C:12]([N:15]2[C:19]3=[N:20][CH:21]=[C:22]([C:24]#[N:25])[CH:23]=[C:18]3[N:17]([CH2:26][CH3:27])[C:16]2=[O:28])=[CH:11][CH:10]=1)C1C=CC=CC=1>CCOC(C)=O.[Pd]>[CH2:26]([N:17]1[C:18]2[C:19](=[N:20][CH:21]=[C:22]([C:24]#[N:25])[CH:23]=2)[N:15]([C:12]2[CH:13]=[CH:14][C:9]([OH:8])=[CH:10][CH:11]=2)[C:16]1=[O:28])[CH3:27]. Procedure details: A mixture of 3-[4-(benzyloxy)phenyl]-1-ethyl-2-oxo-2,3-dihydro-1H-imidazo[4,5-b]pyridine-6-carbonitrile (500 mg) and 10% Pd—C (71.8 mg) in EtOAc (50 mL) was hydrogenated under balloon pressure at room temperature for 1 h. The catalyst was removed by filtration and the filtrate was concentrated in vacuo. The residue was purified by column chromatography (silica gel, eluted with 0%-50% EtOAc in hexane) to give 1-ethyl-3-(4-hydroxyphenyl)-2-oxo-2,3-dihydro-1H-imidazo[4,5-b]pyridine-6-carbonitrile (...